This data is from the Open Reaction Database (ORD), a public repository of structured organic reaction records. The task is: describe an organic reaction: reactants, conditions, products, and yield Reactants: CN(C(=O)N1CCC(=CC1)C1=CC2=C(N=CN=C2C2=C(C(=CC=C2)NC(C2=C(C=C(C=C2)C(C)(C)O)F)=O)C(O[SiH2]C(C)(C)C)(C2=CC=CC=C2)C2=CC=CC=C2)N1)C (4-(4-{2-(tert-Butyl-diphenyl-silanyloxymethyl)-3-[2-fluoro-4-(1-hydroxy-1-methyl-ethyl)-benzoylamino]-phenyl}-7H-pyrrolo[2,3-d]pyrimidin-6-yl)-3,6-dihydro-2H-pyridine-1-carboxylic acid dimethylamide), C(C)(C)(C)[SiH2]OC(C1=C(C=CC=C1C=1C2=C(N=CN1)NC(=C2)C=2CCOCC2)N)(C2=CC=CC=C2)C2=CC=CC=C2 (2-(tert-Butyl-diphenyl-silanyloxymethyl)-3-[6-(3,6-dihydro-2H-pyran-4-yl)-7H-pyrrolo[2,3-d]pyrimidin-4-yl]-phenylamine). Product: C(C)(C)(C)[SiH2]OC(C1=C(C=CC=C1C=1C2=C(N=CN1)NC(=C2)C=2CCOCC2)NC(C2=C(C=C(C=C2)C(C)(C)O)F)=O)(C2=CC=CC=C2)C2=CC=CC=C2 (N-{2-(tert-Butyl-diphenyl-silanyloxymethyl)-3-[6-(3,6-dihydro-2H-pyran-4-yl)-7H-pyrrolo[2,3-d]pyrimidin-4-yl]-phenyl}-2-fluoro-4-(1-hydroxy-1-methyl-ethyl)-benzamide). Reaction SMILES: CN(C)C(N1C[CH:9]=[C:8]([C:11]2[NH:58][C:14]3[N:15]=[CH:16][N:17]=[C:18]([C:19]4[CH:24]=[CH:23][CH:22]=[C:21]([NH:25][C:26](=[O:38])[C:27]5[CH:32]=[CH:31][C:30]([C:33]([OH:36])([CH3:35])[CH3:34])=[CH:29][C:28]=5[F:37])[C:20]=4[C:39]([C:52]4[CH:57]=[CH:56][CH:55]=[CH:54][CH:53]=4)([C:46]4[CH:51]=[CH:50][CH:49]=[CH:48][CH:47]=4)[O:40][SiH2:41][C:42]([CH3:45])([CH3:44])[CH3:43])[C:13]=3[CH:12]=2)[CH2:7][CH2:6]1)=O.C([SiH2][O:65][C:66](C1C=CC=CC=1)(C1C=CC=CC=1)C1C(C2C3C=C(C4CCOCC=4)NC=3N=CN=2)=CC=CC=1N)(C)(C)C>>[C:42]([SiH2:41][O:40][C:39]([C:46]1[CH:47]=[CH:48][CH:49]=[CH:50][CH:51]=1)([C:52]1[CH:53]=[CH:54][CH:55]=[CH:56][CH:57]=1)[C:20]1[C:19]([C:18]2[C:13]3[CH:12]=[C:11]([C:8]4[CH2:9][CH2:66][O:65][CH2:6][CH:7]=4)[NH:58][C:14]=3[N:15]=[CH:16][N:17]=2)=[CH:24][CH:23]=[CH:22][C:21]=1[NH:25][C:26](=[O:38])[C:27]1[CH:32]=[CH:31][C:30]([C:33]([OH:36])([CH3:35])[CH3:34])=[CH:29][C:28]=1[F:37])([CH3:44])([CH3:45])[CH3:43]. Reported procedure: Intermediate 14 was prepared analogue to Intermediate 9 by replacing Intermediate 7 with Intermediate 13. Reactants: Brc1cnc2[nH]ccc2c1, O=C([O-])[O-], Cc1ccccc1, CCO, [Cl-], OB(O)C=Cc1ccc(C(F)(F)F)cc1, [Li+], [Na+], [Na+], Cl[Pd]Cl, c1ccc(P(c2ccccc2)c2ccccc2)cc1, c1ccc(P(c2ccccc2)c2ccccc2)cc1. The product is FC(F)(F)c1ccc(C=Cc2cnc3[nH]ccc3c2)cc1. RXN SMILES: [Br:1][c:2]1[cH:3][c:4]2[c:5]([n:6][cH:7]1)[nH:8][cH:9][cH:10]2.[C:28](=[O:29])([O-:30])[O-:31].[CH3:34][c:35]1[cH:36][cH:37][cH:38][cH:39][cH:40]1.[CH3:82][CH2:83][OH:84].[Cl-:12].[F:13][C:14]([c:15]1[cH:16][cH:17][c:18]([CH:21]=[CH:22][B:23]([OH:24])[OH:25])[cH:19][cH:20]1)([F:26])[F:27].[Li+:11].[Na+:32].[Na+:33].[Pd:41]([Cl:42])[Cl:43].[c:44]1([P:45]([c:46]2[cH:47][cH:48][cH:49][cH:50][cH:51]2)[c:52]2[cH:53][cH:54][cH:55][cH:56][cH:57]2)[cH:58][cH:59][cH:60][cH:61][cH:62]1.[c:63]1([P:64]([c:65]2[cH:66][cH:67][cH:68][cH:69][cH:70]2)[c:71]2[cH:72][cH:73][cH:74][cH:75][cH:76]2)[cH:77][cH:78][cH:79][cH:80][cH:81]1>>[c:2]1([CH:22]=[CH:21][c:18]2[cH:17][cH:16][c:15]([C:14]([F:13])([F:26])[F:27])[cH:20][cH:19]2)[cH:3][c:4]2[c:5]([n:6][cH:7]1)[nH:8][cH:9][cH:10]2. Reactants: solution, [F-].C(CCC)[N+](CCCC)(CCCC)CCCC (tetra-n-butylammonium fluoride), C1CCOC1 (THF), C1COC(=O)N1P(=O)(N2CCOC2=O)Cl (BOP-Cl), OC(CN1C[C@H](CCC1)C(=O)OCC)C1=CC=C(C=C1)C(N)=NO ((3S)-ethyl 1-(2-hydroxy-2-(4-(N′-hydroxycarbamimidoyl)phenyl)ethyl)piperidine-3-carboxylate), OC(CN1C[C@H](CCC1)C(=O)OCC)C1=CC=C(C=C1)C(N)=NO ((3S)-ethyl 1-(2-hydroxy-2-(4-(N′-hydroxycarbamimidoyl)phenyl)ethyl)piperidine-3-carboxylate), ClC=1C=C(C=C(C1)Cl)C1(CCCCC1)CCC(=O)O (3-(1-(3,5-dichlorophenyl)cyclohexyl)propanoic acid), C(C)(C)N(CC)C(C)C (diisopropylethyl amine). Run in C(C)(=O)OCC (ethyl acetate), CN(C)C=O (DMF). Run at time 2 hour. Product: ClC=1C=C(C=C(C1)Cl)C1(CCCCC1)CCC1=NC(=NO1)C1=CC=C(C=C1)C(CN1C[C@H](CCC1)C(=O)O)O ((3S)-1-(2-(4-(5-(2-(1-(3,5-dichlorophenyl)cyclohexyl)ethyl)-1,2,4-oxadiazol-3-yl)phenyl)-2-hydroxyethyl)-3-piperidinecarboxylic acid). Yield: 76.3%. Reaction SMILES: C1N(P(Cl)(N2C(=O)OCC2)=O)C(=O)OC1.[OH:16][CH:17]([C:30]1[CH:35]=[CH:34][C:33]([C:36](=[N:38][OH:39])[NH2:37])=[CH:32][CH:31]=1)[CH2:18][N:19]1[CH2:24][CH2:23][CH2:22][C@H:21]([C:25]([O:27]CC)=[O:26])[CH2:20]1.[Cl:40][C:41]1[CH:42]=[C:43]([C:48]2([CH2:54][CH2:55][C:56](O)=O)[CH2:53][CH2:52][CH2:51][CH2:50][CH2:49]2)[CH:44]=[C:45]([Cl:47])[CH:46]=1.C(N(C(C)C)CC)(C)C.[F-].C([N+](CCCC)(CCCC)CCCC)CCC.C1COCC1>CN(C=O)C.C(OCC)(=O)C>[Cl:40][C:41]1[CH:42]=[C:43]([C:48]2([CH2:54][CH2:55][C:56]3[O:39][N:38]=[C:36]([C:33]4[CH:32]=[CH:31][C:30]([CH:17]([OH:16])[CH2:18][N:19]5[CH2:24][CH2:23][CH2:22][C@H:21]([C:25]([OH:27])=[O:26])[CH2:20]5)=[CH:35][CH:34]=4)[N:37]=3)[CH2:53][CH2:52][CH2:51][CH2:50][CH2:49]2)[CH:44]=[C:45]([Cl:47])[CH:46]=1 |f:4.5|. Procedure details: BOP-Cl (33.4 mg, 0.131 mmol) was added to a mixture of (3S)-ethyl 1-(2-hydroxy-2-(4-(N′-hydroxycarbamimidoyl)phenyl)ethyl)piperidine-3-carboxylate (Intermediate 3, 40 mg, 0.119 mmol), 3-(1-(3,5-dichlorophenyl)cyclohexyl)propanoic acid (35.9 mg, 0.119 mmol), and diisopropylethyl amine (0.042 mL, 0.239 mmol) in DMF (3 mL). The mixture was stirred at room temperature for 2 h, and a 1M solution of tetra-n-butylammonium fluoride in THF (0.119 mL, 0.119 mmol) was added. The mixture was heated to 80° C... The reactants are O=C([O-])O, O=C(OC(=O)C(F)(F)F)C(F)(F)F, [Na+], O=C(C(Cc1ccccc1)N1C(=O)c2ccccc2C1=O)N1C=CCC=C1, O=S(=O)(O)O. The product is O=C1C(N2C(=O)c3ccccc3C2=O)Cc2ccccc2C2CCC=CN12. As a reaction SMILES: [C:33](=[O:34])([OH:35])[O-:36].[F:38][C:39]([F:40])([F:41])[C:42]([O:43][C:44](=[O:45])[C:46]([F:47])([F:48])[F:49])=[O:50].[Na+:37].[O:6]=[C:7]1[N:8]([CH:17]([C:18](=[O:19])[N:20]2[CH:21]=[CH:22][CH2:23][CH:24]=[CH:25]2)[CH2:26][c:27]2[cH:28][cH:29][cH:30][cH:31][cH:32]2)[C:9](=[O:16])[c:10]2[cH:11][cH:12][cH:13][cH:14][c:15]21.[S:1](=[O:2])(=[O:3])([OH:4])[OH:5]>>[O:6]=[C:7]1[N:8]([CH:17]2[C:18](=[O:19])[N:20]3[CH:21]([CH2:22][CH2:23][CH:24]=[CH:25]3)[c:28]3[c:27]([cH:32][cH:31][cH:30][cH:29]3)[CH2:26]2)[C:9](=[O:16])[c:10]2[cH:11][cH:12][cH:13][cH:14][c:15]21. Run in C(C)[O-].[Na+] (sodium ethanolate), C(C)O (ethanol), C(C)[O-].[Na+] (Sodium ethanolate). Procedure: Sodium ethanolate solution was freshly prepared by dissolving sodium (240 mg) in ethanol (30 ml). 2H-Pyrazole-3,4-dicarboxylic acid diethyl ester (800 mg, 3.77 mmol) was dissolved in this sodium ethanolate solution (11 ml) and stirred for 10 min (r.t.), before ethyl iodide (1.4 g, 9 mmol) was added dropwise. After the completion of the addition, the mixture was heated to reflux until all starting material was consumed (1 h). The solvent was then evaporated, the residue was taken up in ethyl acet... The reactants are C(C)I (ethyl iodide), C(C)OC(=O)C=1NN=CC1C(=O)OCC (2H-Pyrazole-3,4-dicarboxylic acid diethyl ester), [Na] (sodium). Isolated yield 30.9%. Yields the product C(C)OC(=O)C=1N(N=CC1C(=O)OCC)CC (2-Ethyl-2H-pyrazole-3,4-dicarboxylic acid diethyl ester). Reaction conditions: time 10 minute. Reaction SMILES: [Na].[CH2:2]([O:4][C:5]([C:7]1[NH:8][N:9]=[CH:10][C:11]=1[C:12]([O:14][CH2:15][CH3:16])=[O:13])=[O:6])[CH3:3].[CH2:17](I)[CH3:18]>C(O)C.C([O-])C.[Na+]>[CH2:2]([O:4][C:5]([C:7]1[N:8]([CH2:17][CH3:18])[N:9]=[CH:10][C:11]=1[C:12]([O:14][CH2:15][CH3:16])=[O:13])=[O:6])[CH3:3] |f:4.5,^1:0|.